Dataset: the Open Reaction Database (ORD), a public repository of structured organic reaction records. Task: describe an organic reaction: reactants, conditions, products, and yield Reactants: OCC=1C=CC(=NC1)C1=C(C#N)C=CC=C1 (2-[5-(hydroxymethyl)pyridin-2-yl]benzonitrile), O=S(Cl)Cl (SOCl2). The reagents and catalysts are [Cl-].[Cl-].[Zn+2] (ZnCl2). Run in O1CCOCC1 (p-dioxane), CCOCC (ether). Conditions: temperature 0 celsius, time 18 hour. Yields the product ClCC=1C=CC(=NC1)C1=C(C#N)C=CC=C1 (2-[5-(Chloromethyl)pyridin-2-yl]benzonitrile). The yield is 94.0%. Reaction SMILES: O[CH2:2][C:3]1[CH:4]=[CH:5][C:6]([C:9]2[CH:16]=[CH:15][CH:14]=[CH:13][C:10]=2[C:11]#[N:12])=[N:7][CH:8]=1.O=S(Cl)[Cl:19]>O1CCOCC1.CCOCC.[Cl-].[Cl-].[Zn+2]>[Cl:19][CH2:2][C:3]1[CH:4]=[CH:5][C:6]([C:9]2[CH:16]=[CH:15][CH:14]=[CH:13][C:10]=2[C:11]#[N:12])=[N:7][CH:8]=1 |f:4.5.6|. Procedure details: To a cooled (0° C.), stirred solution of 2-[5-(hydroxymethyl)pyridin-2-yl]benzonitrile (4.3 g, 0.020 mol) and ZnCl2 (0.09 g, 0.61 mmol) in p-dioxane (40 mL) was added SOCl2 (1.50 mL, 0.020 mol) dropwise. The mixture was stirred at room temperature for 18 h, diluted with ether, washed with water and brine, dried (MgSO4), and concentrated to give 4.30 g (92%) of product as a brown solid, mp 97°-98° C. The reactants are CC1(C=2C=CC(=CC2C(CC1)(C)C)C(=O)OC1=CC=C(C(=O)OC(C)(C)C)C=C1)C (tert-Butyl 4-(5,5,8,8-tetramethyl-5,6,7,8-tetrahydro-2-naphthoyloxy)benzoate), OC1=CC=C(C(=O)OC(C)(C)C)C=C1 (tert-butyl 4-hydroxybenzoate). Product: CC1(C=2C=CC(=CC2C(CC1)(C)C)C(=O)OC1=CC=C(C(=O)OCC)C=C1)C (Ethyl 4-(5,5,8,8-tetramethyl-5,6,7,8-tetrahydro-2-naphthoyloxy)benzoate). RXN SMILES: [CH3:1][C:2]1([CH3:30])[CH2:11][CH2:10][C:9]([CH3:13])([CH3:12])[C:8]2[CH:7]=[C:6]([C:14]([O:16][C:17]3[CH:29]=[CH:28][C:20]([C:21]([O:23][C:24](C)(C)[CH3:25])=[O:22])=[CH:19][CH:18]=3)=[O:15])[CH:5]=[CH:4][C:3]1=2.OC1C=CC(C(OC(C)(C)C)=O)=CC=1>>[CH3:30][C:2]1([CH3:1])[CH2:11][CH2:10][C:9]([CH3:12])([CH3:13])[C:8]2[CH:7]=[C:6]([C:14]([O:16][C:17]3[CH:18]=[CH:19][C:20]([C:21]([O:23][CH2:24][CH3:25])=[O:22])=[CH:28][CH:29]=3)=[O:15])[CH:5]=[CH:4][C:3]1=2. Procedure: tert-Butyl 4-(5,5,8,8-tetramethyl-5,6,7,8-tetrahydro-2-naphthoyloxy)benzoate-Using tert-butyl 4-hydroxybenzoate, the title compound was synthesized as a white solid. PMR (CDCl3): δ 1.33 (6H, s), 1.35 (6H, s), 1.62 (9H, s), 1.73 (4H, s), 7.25 (2H, d, J~8.7 Hz), 7.45 (1H, d, J~8.4 Hz), 7.93 (1H, dd, J~8.4 Hz, 1.8 Hz), 8.07 (2H, d, J~8.7 Hz), 8.15 (1H, d, J~1.8 Hz). Reactants: Cc1oc(-c2ccccc2)nc1COc1ccc(Cn2cc(CO)c(-c3ccccc3)c2)cc1, Cc1ccccc1. Yields the product Cc1oc(-c2ccccc2)nc1COc1ccc(Cn2cc(C=O)c(-c3ccccc3)c2)cc1. As a reaction SMILES: [CH3:1][c:2]1[c:3]([CH2:13][O:14][c:15]2[cH:16][cH:17][c:18]([CH2:19][n:20]3[cH:21][c:22]([CH2:31][OH:32])[c:23](-[c:25]4[cH:26][cH:27][cH:28][cH:29][cH:30]4)[cH:24]3)[cH:33][cH:34]2)[n:4][c:5](-[c:7]2[cH:8][cH:9][cH:10][cH:11][cH:12]2)[o:6]1.[CH3:35][c:36]1[cH:37][cH:38][cH:39][cH:40][cH:41]1>>[CH3:1][c:2]1[c:3]([CH2:13][O:14][c:15]2[cH:16][cH:17][c:18]([CH2:19][n:20]3[cH:21][c:22]([CH:31]=[O:32])[c:23](-[c:25]4[cH:26][cH:27][cH:28][cH:29][cH:30]4)[cH:24]3)[cH:33][cH:34]2)[n:4][c:5](-[c:7]2[cH:8][cH:9][cH:10][cH:11][cH:12]2)[o:6]1. Starting materials: Bis(dibenzylidineacetone)palladium, C1(CCCCC1)P(C1=C(C=CC=C1)C1=C(C=CC=C1)N(C)C)C1CCCCC1 ((2′-dicyclohexylphosphanyl-biphenyl-2-yl)-dimethylamine), CC(C)([O-])C.[K+] (Potassium tert-butoxide), BrC1=CC(=C(C(=N1)C)NC(CC(C)(C)C)=O)C (N-(6-bromo-2,4-dimethylpyridin-3-yl)-3,3-dimethylbutanamide), FC(C=1C=NC=2CCNCC2C1)(F)F (3-(trifluoromethyl)-5,6,7,8-tetrahydro-1,6-naphthyridine). Run in C1(=CC=CC=C1)C (toluene). Conditions: time 15 minute. Product: CC1=NC(=CC(=C1NC(CC(C)(C)C)=O)C)N1CC2=CC(=CC=C2CC1)C(F)(F)F (N-(2,4-dimethyl-6-(7-(trifluoromethyl)-3,4-dihydroisoquinolin-2(1H)-yl)pyridin-3-yl)-3,3-dimethylbutanamide). RXN SMILES: C1(P(C2CCCCC2)[C:8]2[CH:13]=[CH:12][CH:11]=[CH:10][C:9]=2[C:14]2C=CC=C[C:15]=2[N:20]([CH3:22])[CH3:21])CCCCC1.CC(C)([O-])C.[K+].BrC1[N:41]=[C:40]([CH3:42])[C:39]([NH:43][C:44](=[O:50])[CH2:45][C:46]([CH3:49])([CH3:48])[CH3:47])=[C:38]([CH3:51])[CH:37]=1.[F:52][C:53]([F:65])([F:64])C1C=NC2CCNCC=2C=1>C1(C)C=CC=CC=1>[CH3:42][C:40]1[C:39]([NH:43][C:44](=[O:50])[CH2:45][C:46]([CH3:49])([CH3:48])[CH3:47])=[C:38]([CH3:51])[CH:37]=[C:22]([N:20]2[CH2:15][CH2:14][C:9]3[C:8](=[CH:13][C:12]([C:53]([F:65])([F:64])[F:52])=[CH:11][CH:10]=3)[CH2:21]2)[N:41]=1 |f:1.2|. Reported procedure: Bis(dibenzylidineacetone)palladium (4 mg, 0.069 mmol) and (2′-dicyclohexylphosphanyl-biphenyl-2-yl)-dimethylamine (6.5 mg, 0.014 mmol) were added to dry toluene (1 mL purged with argon) and stirred for 15 minutes under argon. Potassium tert-butoxide (34 mg, 0.3 mmol), 1d (50 mg, 0.17 mmol) and 3-(trifluoromethyl)-5,6,7,8-tetrahydro-1,6-naphthyridine (28 mg, 0.14 mmol) were then added and the reaction mixture was stirred at 80° C. over night. The reaction mixture was then cooled to room temperatu... The reactants are C(C)(C)N(CC)C(C)C (Diisopropylethylamine), ClC=1N=C(N=NC1C(=O)OCC)SC (ethyl 5-chloro-3-(methylthio)-1,2,4-triazine-6-carboxylate), S1C2=C(C=C1)C(=CC=C2)N (benzo[b]thiophen-4-amine). Run in C1CCOC1 (THF). Run at time 35 minute. Product: S1C2=C(C=C1)C(=CC=C2)NC=2N=C(N=NC2C(=O)OCC)SC (ethyl 5-(benzo[b]thiophen-4-ylamino)-3-(methylthio)-1,2,4-triazine-6-carboxylate). RXN SMILES: C(N(C(C)C)CC)(C)C.Cl[C:11]1[N:12]=[C:13]([S:22][CH3:23])[N:14]=[N:15][C:16]=1[C:17]([O:19][CH2:20][CH3:21])=[O:18].[S:24]1[CH:28]=[CH:27][C:26]2[C:29]([NH2:33])=[CH:30][CH:31]=[CH:32][C:25]1=2>C1COCC1>[S:24]1[CH:28]=[CH:27][C:26]2[C:29]([NH:33][C:11]3[N:12]=[C:13]([S:22][CH3:23])[N:14]=[N:15][C:16]=3[C:17]([O:19][CH2:20][CH3:21])=[O:18])=[CH:30][CH:31]=[CH:32][C:25]1=2. Procedure details: Diisopropylethylamine (0.10 ml) was added to a solution of ethyl 5-chloro-3-(methylthio)-1,2,4-triazine-6-carboxylate (70 mg) and benzo[b]thiophen-4-amine (70 mg) in THF (1 ml), and the reaction solution was stirred at room temperature for 35 minutes. The solvent was evaporated under vacuum, and then the resultant residue was purified by column chromatography on silica gel (developing solvent:hexane/ethyl acetate) to obtain ethyl 5-(benzo[b]thiophen-4-ylamino)-3-(methylthio)-1,2,4-triazine-6-car... Reactants: N[C@@H](CCC(O)=O)C(=O)N[C@@H](CC1=CNC=N1)C(=O)N[C@@H](CC1=CNC2=CC=CC=C12)C(=O)N[C@@H](CO)C(=O)N[C@@H](CC1=CC=C(C=C1)O)C(=O)N[C@H](CCC(OC(C)(C)C)=O)C(=O)N[C@@H](CC(C)C)C(=O)N[C@@H](CCCNC(N)=N)C(=O)N1[C@H](C(=O)NCC)CCC1.CC(=O)CC(=O)O (Glu-His-Trp-Ser-Tyr-D-Glu(OBut)-Leu-Arg-Pro-NH-C2H5 diacetate), peptide. Solvent: O (H2O). Yields the product N[C@@H](CCC(O)=O)C(=O)N[C@@H](CC1=CNC=N1)C(=O)N[C@@H](CC1=CNC2=CC=CC=C12)C(=O)N[C@@H](CO)C(=O)N[C@@H](CC1=CC=C(C=C1)O)C(=O)N[C@H](CCC(O)=O)C(=O)N[C@@H](CC(C)C)C(=O)N[C@@H](CCCNC(N)=N)C(=O)N1[C@H](C(=O)NCC)CCC1.CC(=O)CC(=O)O (Glu-His-Trp-Ser-Tyr-D-Glu-Leu-Arg-Pro-NH-C2H5 diacetate). RXN SMILES: [NH2:1][C@H:2]([C:8]([NH:10][C@H:11]([C:18]([NH:20][C@H:21]([C:32]([NH:34][C@H:35]([C:38]([NH:40][C@H:41]([C:50]([NH:52][C@@H:53]([C:63]([NH:65][C@H:66]([C:71]([NH:73][C@H:74]([C:82]([N:84]1[CH2:93][CH2:92][CH2:91][C@H:85]1[C:86]([NH:88][CH2:89][CH3:90])=[O:87])=[O:83])[CH2:75][CH2:76][CH2:77][NH:78][C:79](=[NH:81])[NH2:80])=[O:72])[CH2:67][CH:68]([CH3:70])[CH3:69])=[O:64])[CH2:54][CH2:55][C:56](=[O:62])[O:57]C(C)(C)C)=[O:51])[CH2:42][C:43]1[CH:48]=[CH:47][C:46]([OH:49])=[CH:45][CH:44]=1)=[O:39])[CH2:36][OH:37])=[O:33])[CH2:22][C:23]1[C:31]2[C:26](=[CH:27][CH:28]=[CH:29][CH:30]=2)[NH:25][CH:24]=1)=[O:19])[CH2:12][C:13]1[N:17]=[CH:16][NH:15][CH:14]=1)=[O:9])[CH2:3][CH2:4][C:5](=[O:7])[OH:6].[CH3:94][C:95]([CH2:97][C:98]([OH:100])=[O:99])=[O:96]>O>[NH2:1][C@H:2]([C:8]([NH:10][C@H:11]([C:18]([NH:20][C@H:21]([C:32]([NH:34][C@H:35]([C:38]([NH:40][C@H:41]([C:50]([NH:52][C@@H:53]([C:63]([NH:65][C@H:66]([C:71]([NH:73][C@H:74]([C:82]([N:84]1[CH2:93][CH2:92][CH2:91][C@H:85]1[C:86]([NH:88][CH2:89][CH3:90])=[O:87])=[O:83])[CH2:75][CH2:76][CH2:77][NH:78][C:79](=[NH:80])[NH2:81])=[O:72])[CH2:67][CH:68]([CH3:70])[CH3:69])=[O:64])[CH2:54][CH2:55][C:56](=[O:57])[OH:62])=[O:51])[CH2:42][C:43]1[CH:48]=[CH:47][C:46]([OH:49])=[CH:45][CH:44]=1)=[O:39])[CH2:36][OH:37])=[O:33])[CH2:22][C:23]1[C:31]2[C:26](=[CH:27][CH:28]=[CH:29][CH:30]=2)[NH:25][CH:24]=1)=[O:19])[CH2:12][C:13]1[N:17]=[CH:16][NH:15][CH:14]=1)=[O:9])[CH2:3][CH2:4][C:5](=[O:6])[OH:7].[CH3:94][C:95]([CH2:97][C:98]([OH:100])=[O:99])=[O:96] |f:0.1,3.4|. Reported procedure: 190 mg of Glu-His-Trp-Ser-Tyr-D-Glu(OBut)-Leu-Arg-Pro-NH-C2H5 -diacetate were reacted and purified in analogy to Example 1 g). Yield: 148.9 mg. The content of peptide base was 85% as per UV-spectrum. [-α]D22 = -47.8° (c=1, in H2O) The reactants are O=C(OCc1ccccc1)C1CCCN1, CS(=O)(=O)NC(Cc1ccccc1)C(=O)O, Cl. Yields the product CS(=O)(=O)NC(Cc1ccccc1)C(=O)N1CCCC1C(=O)OCc1ccccc1. As a reaction SMILES: [CH2:18]([c:19]1[cH:20][cH:21][cH:22][cH:23][cH:24]1)[O:25][C:26]([CH:27]1[NH:28][CH2:29][CH2:30][CH2:31]1)=[O:32].[CH3:1][S:2](=[O:3])(=[O:4])[NH:5][CH:6]([C:7](=[O:8])[OH:9])[CH2:10][c:11]1[cH:12][cH:13][cH:14][cH:15][cH:16]1.[ClH:17]>>[CH3:1][S:2](=[O:3])(=[O:4])[NH:5][CH:6]([C:7](=[O:9])[N:28]1[CH:27]([C:26]([O:25][CH2:18][c:19]2[cH:20][cH:21][cH:22][cH:23][cH:24]2)=[O:32])[CH2:31][CH2:30][CH2:29]1)[CH2:10][c:11]1[cH:12][cH:13][cH:14][cH:15][cH:16]1. Reaction conditions: temperature 45 celsius, time 30 minute. Run in C1=CC=CC=C1 (benzene). Procedure: A solution of 4-quinolinecarboxaldehyde (5 g; 3.18×10-2 mol) in 32 ml of benzene, containing triphenylmethylphosphonium iodide (26 g; 6.36×10-2 mol), is added under an inert atmosphere to sodium hydroxide solution (96 ml; 5N). The two-phase system is stirred at 45° C. for 30 minutes. After allowing the phases to separate by settling, the aqueous phase is extracted with ethyl acetate (3×100 ml). The organic phases are combined and washed with 1N HCl solution (2×30 ml), then the aqueous phase is n... RXN SMILES: [N:1]1[C:10]2[C:5](=[CH:6][CH:7]=[CH:8][CH:9]=2)[C:4]([CH:11]=O)=[CH:3][CH:2]=1.[I-].[C:14]1(C([PH3+])(C2C=CC=CC=2)C2C=CC=CC=2)C=CC=CC=1.[OH-].[Na+]>C1C=CC=CC=1>[CH:11]([C:4]1[C:5]2[C:10](=[CH:9][CH:8]=[CH:7][CH:6]=2)[N:1]=[CH:2][CH:3]=1)=[CH2:14] |f:1.2,3.4|. Starting materials: N1=CC=C(C2=CC=CC=C12)C=O (4-quinolinecarboxaldehyde), [I-].C1(=CC=CC=C1)C(C1=CC=CC=C1)(C1=CC=CC=C1)[PH3+] (triphenylmethylphosphonium iodide), [OH-].[Na+] (sodium hydroxide). Yields the product C(=C)C1=CC=NC2=CC=CC=C12 (4-Vinylquinoline). The reactants are C[Al+]C, [Cl-], CCOC(=O)CCC(=O)Cl, ClCCl, O=[N+]([O-])c1cccc2[nH]ccc12. Yields the product CCOC(=O)CCC(=O)c1c[nH]c2cccc([N+](=O)[O-])c12. RXN SMILES: [CH3:14][Al+:15][CH3:16].[Cl-:13].[Cl:17][C:18]([CH2:19][CH2:20][C:21](=[O:22])[O:23][CH2:24][CH3:25])=[O:26].[Cl:27][CH2:28][Cl:29].[N+:1](=[O:2])([O-:3])[c:4]1[c:5]2[cH:6][cH:7][nH:8][c:9]2[cH:10][cH:11][cH:12]1>>[N+:1](=[O:2])([O-:3])[c:4]1[c:5]2[c:6]([C:18]([CH2:19][CH2:20][C:21](=[O:22])[O:23][CH2:24][CH3:25])=[O:26])[cH:7][nH:8][c:9]2[cH:10][cH:11][cH:12]1.